Dataset: the Open Reaction Database (ORD), a public repository of structured organic reaction records. Task: describe an organic reaction: reactants, conditions, products, and yield Reaction SMILES: [CH3:1][n:2]1[cH:3][c:4]([NH:9][C:10](=[O:11])[O:12][C:13]([CH3:14])([CH3:15])[CH3:16])[cH:5][cH:6][c:7]1=[O:8].[ClH:17].[O:18]1[CH2:19][CH2:20][O:21][CH2:22][CH2:23]1>>[CH3:1][n:2]1[cH:3][c:4]([NH2:9])[cH:5][cH:6][c:7]1=[O:8].[ClH:17]. Yields the product Cn1cc(N)ccc1=O, Cl. Starting materials: Cn1cc(NC(=O)OC(C)(C)C)ccc1=O, Cl, C1COCCO1. The reactants are C(C)C=1C=CC2=C(C=CC3=C(N=C(O3)C)C2C=2C(NC(NC2)=O)=O)C1 ((±)-5-(7-Ethyl-2-methyl-4H-benzo[5,6]cyclohepta[1,2-d]oxazol-4-yl)-2,4(1H,3H)-pyrimidinedione), C([O-])([O-])=O.[Cs+].[Cs+] (cesium carbonate), ClC1=NC=CC(=N1)Cl (2,4-dichloropyrimidine). The solvent is CN(C=O)C (N,N-dimethylformamide). Yields the product ClC1=NC=CC(=N1)N1C(NC(C(=C1)C1C2=C(C=CC3=C1N=C(O3)C)C=C(C=C2)CC)=O)=O ((±)-1-(2-Chloropyrimidin-4-yl)-5-(7-ethyl-2-methyl-4H-benzo[5,6]cyclohepta[1,2-d]oxazol-4-yl)-2,4(1H,3H)-pyrimidinedione). As a reaction SMILES: [CH2:1]([C:3]1[CH:4]=[CH:5][C:6]2[CH:16]([C:17]3[C:18](=[O:24])[NH:19][C:20](=[O:23])[NH:21][CH:22]=3)[C:11]3[N:12]=[C:13]([CH3:15])[O:14][C:10]=3[CH:9]=[CH:8][C:7]=2[CH:25]=1)[CH3:2].C(=O)([O-])[O-].[Cs+].[Cs+].[Cl:32][C:33]1[N:38]=[C:37](Cl)[CH:36]=[CH:35][N:34]=1>CN(C)C=O>[Cl:32][C:33]1[N:38]=[C:37]([N:21]2[CH:22]=[C:17]([CH:16]3[C:11]4[N:12]=[C:13]([CH3:15])[O:14][C:10]=4[CH:9]=[CH:8][C:7]4[CH:25]=[C:3]([CH2:1][CH3:2])[CH:4]=[CH:5][C:6]3=4)[C:18](=[O:24])[NH:19][C:20]2=[O:23])[CH:36]=[CH:35][N:34]=1 |f:1.2.3|. Procedure details: A solution of the product from step (vii) (4.50 g), cesium carbonate (4.37 g) and 2,4-dichloropyrimidine (3.00 g) in dry N,N-dimethylformamide (30 ml) was stirred for 25 hours. The reaction mixture was partitioned between ethyl acetate and water and the organic layer dried (MgSO4). Evaporation of the solvent gave an oil which was purified by column chromatography eluting with 50-100% ethyl acetate in 40-60 petroleum ether.